This data is from the Open Reaction Database (ORD), a public repository of structured organic reaction records. The task is: describe an organic reaction: reactants, conditions, products, and yield The reactants are ClCCCCC=C (1-chloro-5-hexene), C=CCCCC (1-hexene), alcohol, C(C)(=O)OCCCCC=CCCCC (5-decenyl acetate), C(CCCC=CCCCC)O (5-decenol), C(C)(=O)[O-] (acetate). Yields the product ClCCCCC=CCCCC (1-chloro-5-decene). RXN SMILES: C(O[CH2:5][CH2:6][CH2:7][CH2:8][CH:9]=[CH:10][CH2:11][CH2:12][CH2:13][CH3:14])(=O)C.C(O)CCCC=CCCCC.C([O-])(=O)C.[Cl:30]CCCCC=C.C=CCCCC>>[Cl:30][CH2:5][CH2:6][CH2:7][CH2:8][CH:9]=[CH:10][CH2:11][CH2:12][CH2:13][CH3:14]. Procedure details: Peach Twig Borer (PTB) pheromone is a mixture of 5-decenyl acetate and 5-decenol of approximately 85:15 molar ratio of the acetate to the alcohol. The synthesis of PTB pheromoneqcouples 1-chloro-5-hexene and 1-hexene to yield 1-chloro-5-decene. 1-chloro-5-decene is converted to 5-decenyl acetate, isomerized and a portion of the acetate is hydrolyzed to the corresponding alcohol to yield PTB pheromone. The overall scheme using the catalyst of Example 1 is shown below, followed by details of the s... The reactants are C(C1=CC=CC=C1)NC([O-])=O (benzylcarbamate), C(C1=CC=CC=C1)O[C@H]1[C@@H](CN(C1)C1CCN(CC1)C=1C=NC(=CC1)OC)NC(CNC(C1=CC(=CC=C1)C(F)(F)F)=O)=O (rel-N-[2-({(3R,4R)-4-(benzyloxy)-1-[1-(6-methoxypyridin-3-yl)piperidin-4-yl]pyrrolidin-3-yl}amino)-2-oxoethyl]-3-(trifluoromethyl)benzamide), BrCC(=O)OCC1=CC=CC=C1 (benzyl bromoacetate), C(C1=CC=CC=C1)Br (benzyl bromide). The reagents and catalysts are [Pd] (Palladium/Carbon). The solvent is CO (methanol). Product: COC1=CC=C(C=N1)N1CCC(CC1)N1C[C@H]([C@@H](C1)NC(CNC(C1=CC(=CC=C1)C(F)(F)F)=O)=O)OCC(=O)OCC1=CC=CC=C1 (Benzyl rel-({(3R,4R)-1-[1-(6-methoxypyridin-3-yl)piperidin-4-yl]-4-[({[3-(trifluoromethyl)benzoyl]amino}acetyl)amino]pyrrolidin-3-yl}oxy)acetate). RXN SMILES: [CH2:1]([O:8][C@@H:9]1[CH2:13][N:12]([CH:14]2[CH2:19][CH2:18][N:17]([C:20]3[CH:21]=[N:22][C:23]([O:26][CH3:27])=[CH:24][CH:25]=3)[CH2:16][CH2:15]2)[CH2:11][C@H:10]1[NH:28][C:29](=[O:44])[CH2:30][NH:31][C:32](=[O:43])[C:33]1[CH:38]=[CH:37][CH:36]=[C:35]([C:39]([F:42])([F:41])[F:40])[CH:34]=1)C1C=CC=CC=1.BrC[C:47]([O:49][CH2:50][C:51]1[CH:56]=[CH:55][CH:54]=[CH:53][CH:52]=1)=[O:48].C(Br)C1C=CC=CC=1.C(NC(=O)[O-])C1C=CC=CC=1>CO.[Pd]>[CH3:27][O:26][C:23]1[N:22]=[CH:21][C:20]([N:17]2[CH2:16][CH2:15][CH:14]([N:12]3[CH2:11][C@@H:10]([NH:28][C:29](=[O:44])[CH2:30][NH:31][C:32](=[O:43])[C:33]4[CH:38]=[CH:37][CH:36]=[C:35]([C:39]([F:40])([F:42])[F:41])[CH:34]=4)[C@H:9]([O:8][CH2:1][C:47]([O:49][CH2:50][C:51]4[CH:56]=[CH:55][CH:54]=[CH:53][CH:52]=4)=[O:48])[CH2:13]3)[CH2:19][CH2:18]2)=[CH:25][CH:24]=1. Reported procedure: The title compound was synthesized in similar fashion to rel-N-[2-({(3R,4R)-4-(benzyloxy)-1-[1-(6-methoxypyridin-3-yl)piperidin-4-yl]pyrrolidin-3-yl}amino)-2-oxoethyl]-3-(trifluoromethyl)benzamide, benzyl bromoacetate was substituted for benzyl bromide, as well as benzylcarbamate deprotection was accomplished with H2 gas (1 atm), 10% Palladium/Carbon in methanol, and was isolated as a white solid. 1H-NMR (CD3OD) δ: 1.17-1.25 (m, 1H), 1.50-1.67 (m, 2H), 1.80-1.94 (m, 2H), 2.13-2.25 (m, 1H), 2.44 ... Reactants: C[Si](C)(C)N=[N+]=[N-] (trimethylsilyl azide), COC(C1=C(C=CC(=C1)C#C)Cl)=O (2-chloro-5-ethynyl-benzoic acid methyl ester), C[Si](C)(C)N=[N+]=[N-] (trimethylsilyl azide), C[Si](C)(C)N=[N+]=[N-] (trimethylsilyl azide). Run in C(CCC)O (n-butanol). Yields the product COC(C1=C(C=CC(=C1)C1=NNN=C1)Cl)=O (2-Chloro-5-(2H-[1,2,3]triazol-4-yl)-benzoic acid methyl ester). Yield: 43.5%. Reaction SMILES: [CH3:1][O:2][C:3](=[O:13])[C:4]1[CH:9]=[C:8]([C:10]#[CH:11])[CH:7]=[CH:6][C:5]=1[Cl:12].C[Si]([N:18]=[N+:19]=[N-:20])(C)C>C(O)CCC>[CH3:1][O:2][C:3](=[O:13])[C:4]1[CH:9]=[C:8]([C:10]2[CH:11]=[N:20][NH:19][N:18]=2)[CH:7]=[CH:6][C:5]=1[Cl:12]. Procedure details: A mixture of 2-chloro-5-ethynyl-benzoic acid methyl ester (0.18 g, 0.92 mmol) and trimethylsilyl azide (0.16 g, 1.39 mmol) in n-butanol was heated to reflux for 16 h. A second portion of trimethylsilyl azide (0.16 g, 1.39 mmol) was added and the mixture was refluxed for a further 16 h. A third portion of trimethylsilyl azide (0.16 g, 1.39 mmol) was added and the mixture was refluxed for a further 16 h. Silica gel was added and the mixture was concentrated in vacuo. The residue was purified by fl... The reactants are O1C(OCC1)C1=C(C=CC=C1)C1=C(C2=C(S1)C=C(C=C2)OC)C(=O)C2=CC=C(C=C2)OCCN2CCCCC2 ([2-(2-[1,3]dioxolan-2-yl-phenyl)-6-methoxy-benzo[b]thiophen-3-yl]-[4-(2-piperidin-1-yl-ethoxy)-phenyl]-methanone), Cl (HCl), O (water). The solvent is C1CCOC1 (THF), C(Cl)Cl (CH2Cl2). The product is COC=1C=CC2=C(SC(=C2C(C2=CC=C(C=C2)OCCN2CCCCC2)=O)C2=C(C=O)C=CC=C2)C1 (2-{6-methoxy-3-[4(2-piperidin-1-yl-ethoxy)-benzoyl]-benzo[b]thiophen-2-yl}-benzaldehyde). As a reaction SMILES: [O:1]1CCO[CH:2]1[C:6]1[CH:11]=[CH:10][CH:9]=[CH:8][C:7]=1[C:12]1[S:16][C:15]2[CH:17]=[C:18]([O:21][CH3:22])[CH:19]=[CH:20][C:14]=2[C:13]=1[C:23]([C:25]1[CH:30]=[CH:29][C:28]([O:31][CH2:32][CH2:33][N:34]2[CH2:39][CH2:38][CH2:37][CH2:36][CH2:35]2)=[CH:27][CH:26]=1)=[O:24].Cl.O>C1COCC1.C(Cl)Cl>[CH3:22][O:21][C:18]1[CH:19]=[CH:20][C:14]2[C:13]([C:23](=[O:24])[C:25]3[CH:26]=[CH:27][C:28]([O:31][CH2:32][CH2:33][N:34]4[CH2:39][CH2:38][CH2:37][CH2:36][CH2:35]4)=[CH:29][CH:30]=3)=[C:12]([C:7]3[CH:8]=[CH:9][CH:10]=[CH:11][C:6]=3[CH:2]=[O:1])[S:16][C:15]=2[CH:17]=1. Reported procedure: To a solution of [2-(2-[1,3]dioxolan-2-yl-phenyl)-6-methoxy-benzo[b]thiophen-3-yl]-[4-(2-piperidin-1-yl-ethoxy)-phenyl]-methanone (crude) in THF (15 mL), add HCl (2 mL, 5M) and water (2 mL). Heat the mixture to reflux for 30 min. Dilute with CH2Cl2 and quench with aq. NaHCO3. Wash the organic phase with water and brine, dry over MgSO4, filter and concentrate. Purify the crude product by flash chromatography (0-10% (2M NH3 in MeOH)/CH2Cl2) to afford 2-{6-methoxy-3-[4(2-piperidin-1-yl-ethoxy)-benz...